From a dataset of the Open Reaction Database (ORD), a public repository of structured organic reaction records. describe an organic reaction: reactants, conditions, products, and yield Reactants: ClC1=CC(=CC=C1)C(=O)OO (m-chloroperbenzoic acid), CC1(COC(OC1)C(C)[C@H]1CC[C@H]2[C@@H]3C=CC4=CC([C@H]5[C@@H]([C@]4(C)[C@H]3CC[C@]12C)O5)=O)C (20-(5,5-dimethyl-1,3-dioxan-2-yl)-1α,2α-epoxypregna-4,6-dien-3-one). Run in C(Cl)(Cl)Cl (chloroform), C(Cl)(Cl)Cl (chloroform). Reaction conditions: time 3 day. Product: O1[C@@]23[C@H]([C@H]4[C@@H]5CC[C@H](CC)[C@]5(CC[C@@H]4[C@]4(CCC(C1=C24)=O)C)C)O3 (6α,7α-diepoxypregn-4-en-3-one). The yield is 76.0%. RXN SMILES: ClC1C=CC=[C:4]([C:8]([O:10]O)=O)C=1.CC1(C)CO[CH:16]([CH:19]([C@@H:21]2[C@:38]3([CH3:39])[C@H:24]([C@H:25]4[C@H:35]([CH2:36][CH2:37]3)[C@:33]3([CH3:34])[C:28](=[CH:29][C:30](=[O:41])[C@@H:31]5[O:40][C@@H:32]53)C=C4)[CH2:23][CH2:22]2)C)OC1>C(Cl)(Cl)Cl>[O:40]1[C:31]2=[C:32]3[C@:33]([CH3:34])([CH2:28][CH2:29][C:30]2=[O:41])[C@@H:35]2[C@H:25]([C@H:24]4[C@:38]([CH3:39])([CH2:37][CH2:36]2)[C@@H:21]([CH2:19][CH3:16])[CH2:22][CH2:23]4)[C@@H:4]2[O:10][C@:8]123. Reported procedure: A solution of 0.664 g (3.85 mmoles) of m-chloroperbenzoic acid in 50 ml of chloroform was mixed with a solution of 0.328 g (0.769 mmole) of 20-(5,5-dimethyl-1,3-dioxan-2-yl)-1α,2α-epoxypregna-4,6-dien-3-one in 10 ml of chloroform and the resulting mixture was stirred at room temperature for 3 days. The reaction mixture was filtered and the precipitate was washed with chloroform. The filtrate and the washings were combined, diluted with chloroform and washed successively with aqueous potassium io... Starting materials: C(CCCC)C1=CC=C(C(=O)OC)C=C1 (methyl 4-pentylbenzoate), Cl (HCl), Cl.NO (Hydroxylamine hydrochloride), C[O-].[Na+] (NaOMe). Solvent: CO (methanol), CO (methanol). Reaction conditions: time 3 day. The product is C(CCCC)C1=CC=C(C(=O)NO)C=C1 (4-pentylbenzohydroxamic acid). RXN SMILES: Cl.[NH2:2][OH:3].C[O-].[Na+].[CH2:7]([C:12]1[CH:21]=[CH:20][C:15]([C:16](OC)=[O:17])=[CH:14][CH:13]=1)[CH2:8][CH2:9][CH2:10][CH3:11].Cl>CO>[CH2:7]([C:12]1[CH:21]=[CH:20][C:15]([C:16]([NH:2][OH:3])=[O:17])=[CH:14][CH:13]=1)[CH2:8][CH2:9][CH2:10][CH3:11] |f:0.1,2.3|. Reported procedure: Hydroxylamine hydrochloride (17.4 g, 250 mmol.) was dissolved in AR Grade methanol (50 mL) under argon, then added to NaOMe (25% w/w in MeOH) 132 mL, 580 mmol) under argon with ice cooling. A solution of methyl 4-pentylbenzoate, prepared above (25.15 g. 123 mmol) in methanol was then added, and the reaction stirred at room temperature under N2 for 3 days. The reaction mixture was acidified to pH 6 with conc. HCl (caution!). The mixture was filtered and the filtrate evaporated to give a precipita... Starting materials: FC1=CC2=C(C(N(C=3C(=CC(=C(C23)C2=CC=C(C=C2)[C@H](CNC(OC(C)(C)C)=O)C)OC)C)COCC[Si](C)(C)C)=O)S1 ((R)-tert-butyl 2-(4-(2-fluoro-8-methoxy-6-methyl-4-oxo-5-((2-(trimethylsilyl)ethoxy)methyl)-4,5-dihydrothieno[2,3-c]quinolin-9-yl)phenyl)propylcarbamate), B(Br)(Br)Br (BBr3). Run in C(Cl)Cl (CH2Cl2). Run at time 1 hour. Product: NC[C@H](C)C1=CC=C(C=C1)C=1C=2C3=C(C(NC2C(=CC1O)C)=O)SC(=C3)F ((R)-9-(4-(1-Aminopropan-2-yl)phenyl)-2-fluoro-8-hydroxy-6-methylthieno[2,3-c]quinolin-4(5H)-one), hydrochloride salt. RXN SMILES: [F:1][C:2]1[S:43][C:5]2[C:6](=[O:42])[N:7](COCC[Si](C)(C)C)[C:8]3[C:9]([CH3:33])=[CH:10][C:11]([O:31]C)=[C:12]([C:14]4[CH:19]=[CH:18][C:17]([C@@H:20]([CH3:30])[CH2:21][NH:22]C(=O)OC(C)(C)C)=[CH:16][CH:15]=4)[C:13]=3[C:4]=2[CH:3]=1.B(Br)(Br)Br>C(Cl)Cl>[NH2:22][CH2:21][C@@H:20]([C:17]1[CH:18]=[CH:19][C:14]([C:12]2[C:13]3[C:4]4[CH:3]=[C:2]([F:1])[S:43][C:5]=4[C:6](=[O:42])[NH:7][C:8]=3[C:9]([CH3:33])=[CH:10][C:11]=2[OH:31])=[CH:15][CH:16]=1)[CH3:30]. Procedure: To a solution of (R)-tert-butyl 2-(4-(2-fluoro-8-methoxy-6-methyl-4-oxo-5-((2-(trimethylsilyl)ethoxy)methyl)-4,5-dihydrothieno[2,3-c]quinolin-9-yl)phenyl)propylcarbamate (60 mg, 0.096 mmol) in CH2Cl2 (1 mL) at 0° C. was added BBr3 (1.0 M in methylene chloride, 1.0 mL, 1.0 mmol) and the reaction was stirred at that temperature for 1 h and quenched by pouring onto water or ice-water. The resulting mixture was concentrated and the residue was dissolved methanol (2 mL) and treated with NH4OH (2 mL).... Reactants: NC(=O)c1cc2cccc(OCC3CO3)c2o1, COc1ccccc1N1CCNCC1, CCO. Product: COc1ccccc1N1CCN(CC(O)COc2cccc3cc(C(N)=O)oc23)CC1. RXN SMILES: [C:1]([NH2:2])(=[O:3])[c:4]1[o:5][c:6]2[c:7]([cH:8]1)[cH:9][cH:10][cH:11][c:12]2[O:13][CH2:14][CH:15]1[CH2:16][O:17]1.[CH3:18][O:19][c:20]1[c:21]([N:26]2[CH2:27][CH2:28][NH:29][CH2:30][CH2:31]2)[cH:22][cH:23][cH:24][cH:25]1.[CH3:32][CH2:33][OH:34]>>[C:1]([NH2:2])(=[O:3])[c:4]1[o:5][c:6]2[c:7]([cH:8]1)[cH:9][cH:10][cH:11][c:12]2[O:13][CH2:14][CH:15]([CH2:16][N:29]1[CH2:28][CH2:27][N:26]([c:21]2[c:20]([O:19][CH3:18])[cH:25][cH:24][cH:23][cH:22]2)[CH2:31][CH2:30]1)[OH:17]. The reactants are COC(CCC1=C(C=C(C=C1)O)CCNC(=O)OC(C)(C)C)=O (3-[2-(2-tert-Butoxycarbonylamino-ethyl)-4-hydroxy-phenyl]-propionic acid methyl ester), C(=O)(C(F)(F)F)O (TFA). The solvent is C(Cl)Cl (CH2Cl2). Reaction conditions: time 60 minute. The product is COC(CCC1=C(C=C(C=C1)O)CCNC(=O)OC(C)C)=O (3-[4-Hydroxy-2-(2-isopropoxycarbonylamino-ethyl)-phenyl]-propionic acid methyl ester). The yield is 66.4%. Reaction SMILES: [CH3:1][O:2][C:3](=[O:23])[CH2:4][CH2:5][C:6]1[CH:11]=[CH:10][C:9]([OH:12])=[CH:8][C:7]=1[CH2:13][CH2:14][NH:15][C:16]([O:18][C:19](C)([CH3:21])[CH3:20])=[O:17].C(O)(C(F)(F)F)=O>C(Cl)Cl>[CH3:1][O:2][C:3](=[O:23])[CH2:4][CH2:5][C:6]1[CH:11]=[CH:10][C:9]([OH:12])=[CH:8][C:7]=1[CH2:13][CH2:14][NH:15][C:16]([O:18][CH:19]([CH3:20])[CH3:21])=[O:17]. Procedure details: A solution of 3-[2-(2-tert-butoxycarbonylamino-ethyl)-4-hydroxy-phenyl]-propionic acid methyl ester (282 mg, 0.876 mmol; Example 544, Step E) in CH2Cl2 (10 mL) at ambient temperature was treated with TFA (5.0 mL), stirred for 60 min, and concentrated. The residue in CH2Cl2 (10 mL) was treated with triethyl amine (2.0 mL) and iso-propyl chloroformate (0.97 mL, 1.0 M in toluene). The reaction mixture was stirred at ambient temperature for 16 h and concentrated. The crude material was purified usin... Starting materials: OCCCCCCCCCC(Br)CC(F)(F)Cl, ClCCl, C1CCC2=NCCCN2CC1. The product is OCCCCCCCCCC=CC(F)(F)Cl. RXN SMILES: [Br:1][CH:2]([CH2:3][CH2:4][CH2:5][CH2:6][CH2:7][CH2:8][CH2:9][CH2:10][CH2:11][OH:12])[CH2:13][C:14]([F:15])([F:16])[Cl:17].[CH2:29]([Cl:30])[Cl:31].[N:18]12[CH2:19][CH2:20][CH2:21][N:22]=[C:23]1[CH2:24][CH2:25][CH2:26][CH2:27][CH2:28]2>>[CH:2]([CH2:3][CH2:4][CH2:5][CH2:6][CH2:7][CH2:8][CH2:9][CH2:10][CH2:11][OH:12])=[CH:13][C:14]([F:15])([F:16])[Cl:17]. Reactants: BrC1=CC2=C(NC3=C2C=C(N=C3)C(=O)O)N=C1 (3-bromo-9H-dipyrido[2,3-b;4′,3′-d]pyrrole-6-carboxylic acid), FC(C=1C=C(C=CC1)B(O)O)(F)F (3-(trifluoromethyl)phenylboronic acid), S(O)(O)(=O)=O (sulfuric acid). The reagents and catalysts are Cl[Pd]([P](C1=CC=CC=C1)(C2=CC=CC=C2)C3=CC=CC=C3)([P](C4=CC=CC=C4)(C5=CC=CC=C5)C6=CC=CC=C6)Cl (bis(triphenylphosphine)palladium(II) dichloride). Solvent: C(C)#N (acetonitrile), C([O-])([O-])=O.[Na+].[Na+] (sodium carbonate). Run at temperature 140 celsius. Product: FC(C=1C=C(C=CC1)C1=CC2=C(NC3=C2C=C(N=C3)C(=O)O)N=C1)(F)F (3-(3-Trifluoromethylphenyl)-9H-dipyrido[2,3-b;4′,3′-d]pyrrole-6-carboxylic acid). RXN SMILES: Br[C:2]1[CH:17]=[N:16][C:5]2[NH:6][C:7]3[CH:12]=[N:11][C:10]([C:13]([OH:15])=[O:14])=[CH:9][C:8]=3[C:4]=2[CH:3]=1.[F:18][C:19]([F:30])([F:29])[C:20]1[CH:21]=[C:22](B(O)O)[CH:23]=[CH:24][CH:25]=1.S(=O)(=O)(O)O>C(#N)C.C(=O)([O-])[O-].[Na+].[Na+].Cl[Pd](Cl)([P](C1C=CC=CC=1)(C1C=CC=CC=1)C1C=CC=CC=1)[P](C1C=CC=CC=1)(C1C=CC=CC=1)C1C=CC=CC=1>[F:18][C:19]([F:30])([F:29])[C:20]1[CH:25]=[C:24]([C:2]2[CH:17]=[N:16][C:5]3[NH:6][C:7]4[CH:12]=[N:11][C:10]([C:13]([OH:15])=[O:14])=[CH:9][C:8]=4[C:4]=3[CH:3]=2)[CH:23]=[CH:22][CH:21]=1 |f:4.5.6,^1:47,66|. Reported procedure: A degassed mixture of 3-bromo-9H-dipyrido[2,3-b;4′,3′-d]pyrrole-6-carboxylic acid (20.0 mg, 68.5 μmol), 3-(trifluoromethyl)phenylboronic acid (19.5 mg, 0.103 mmol), and bis(triphenylphosphine)palladium(II) dichloride (2.4 mg, 3.4 μmol) in acetonitrile (0.3 mL) and 2N aqueous sodium carbonate solution (0.3 mL) was heated under microwave irradiation at 140° C. for 10 minutes. The cooled reaction mixture was acidified with 10% aqueous sulfuric acid. The solid was removed by filtration and the resul... Starting materials: C(C1=CC=CC=C1)OC(NC(C)C)=NC(C)C (O-benzyl-N,N'-diisopropylisourea), COC(C(O)CC(=O)O)=O (Malic acid monomethyl ester), C(Cl)Cl (Methylene chloride). Reaction SMILES: [CH3:1][O:2][C:3](=[O:10])[CH:4]([CH2:6][C:7]([OH:9])=[O:8])[OH:5].C(OC(=NC(C)C)NC(C)C)[C:12]1[CH:17]=[CH:16][CH:15]=[CH:14][CH:13]=1.[CH2:28](Cl)Cl>CN(C=O)C>[CH3:28][O:8][C:7](=[O:9])[CH2:6][CH:4]([OH:5])[C:3]([O:2][CH2:1][C:12]1[CH:17]=[CH:16][CH:15]=[CH:14][CH:13]=1)=[O:10]. Reported procedure: Malic acid monomethyl ester (Example 2A) was dissolved in DMF and one equivalent of O-benzyl-N,N'-diisopropylisourea was added. The reaction mixture was stirred at room temperature for about 17 hours. Methylene chloride was added to the mixture and the suspension was filtered to remove the diisopropylurea. The filtrate was further diluted with methylene chloride and washed with water, 10% aqueous sodium carbonate, water, and with brine and was dried over magnesium sulfate. After filtration and e... Yields the product COC(CC(C(=O)OCC1=CC=CC=C1)O)=O (Malic acid monobenzyl monomethyl ester). Reaction conditions: time 17 hour. The solvent is CN(C)C=O (DMF).